Dataset: the Open Reaction Database (ORD), a public repository of structured organic reaction records. Task: describe an organic reaction: reactants, conditions, products, and yield Starting materials: O=C([O-])[O-], CC#N, OCCc1ccccc1Cl, [Cs+], [Cs+], CC1(C)OCC(Cn2ccc(NC(=O)C(CC3CCCC3)n3ncc(On4nnc5ccccc54)cc3=O)n2)O1. Yields the product CC1(C)OCC(Cn2ccc(NC(=O)C(CC3CCCC3)n3ncc(OCCc4ccccc4Cl)cc3=O)n2)O1. RXN SMILES: [C:41](=[O:42])([O-:43])[O-:44].[CH3:57][C:58]#[N:59].[Cl:47][c:48]1[c:49]([CH2:54][CH2:55][OH:56])[cH:50][cH:51][cH:52][cH:53]1.[Cs+:45].[Cs+:46].[n:1]1([O:10][c:11]2[cH:12][n:13][n:14]([CH:18]([C:19](=[O:20])[NH:21][c:22]3[n:23][n:24]([CH2:27][CH:28]4[O:29][C:30]([CH3:33])([CH3:34])[O:31][CH2:32]4)[cH:25][cH:26]3)[CH2:35][CH:36]3[CH2:37][CH2:38][CH2:39][CH2:40]3)[c:15](=[O:17])[cH:16]2)[c:2]2[cH:3][cH:4][cH:5][cH:6][c:7]2[n:8][n:9]1>>[O:10]([c:11]1[cH:12][n:13][n:14]([CH:18]([C:19](=[O:20])[NH:21][c:22]2[n:23][n:24]([CH2:27][CH:28]3[O:29][C:30]([CH3:33])([CH3:34])[O:31][CH2:32]3)[cH:25][cH:26]2)[CH2:35][CH:36]2[CH2:37][CH2:38][CH2:39][CH2:40]2)[c:15](=[O:17])[cH:16]1)[CH2:55][CH2:54][c:49]1[c:48]([Cl:47])[cH:53][cH:52][cH:51][cH:50]1.